Dataset: the Open Reaction Database (ORD), a public repository of structured organic reaction records. Task: describe an organic reaction: reactants, conditions, products, and yield Procedure: 3,3-Dimethyl-1-(trans-3-((4-methylthiazol-2-yl)amino)cyclobutyl)-1 h-pyrrolo[2,3-b]pyridin-2(3h)-one was prepared by Method B7 using starting materials 1-(trans-3-aminocyclobutyl)-3,3-dimethyl-1H-pyrrolo[2,3-b]pyridin-2(3H)-one hydrochloride (intermediate 26, 0.100 g, 0.329 mmol) and 2-bromo-4-methylthiazole (0.0585 g, 0.329 mmol) at 120° C. for 96 h. M+1: 329.1. 1H NMR (400 MHz, CHLOROFORM-d) δ ppm 1.38 (s, 6 H) 2.25 (s, 3 H) 2.33-2.42 (m, 2 H) 3.38-3.49 (m, 2 H) 4.35 (br. s., 1 H) 5.27 (quin, ... Yields the product CC1(C(N(C2=NC=CC=C21)[C@@H]2C[C@H](C2)NC=2SC=C(N2)C)=O)C (3,3-Dimethyl-1-(trans-3-((4-methylthiazol-2-yl)amino)cyclobutyl)-1 h-pyrrolo[2,3-b]pyridin-2(3h)-one). Reactants: C(C)(C)(C)OC(N[C@@H]1C[C@H](C1)N1C(C(C=2C1=NC=CC2)(C)C)=O)=O (tert-butyl(trans-3-(3,3-dimethyl-2-oxo-2,3-dihydro-1H-pyrrolo[2,3-b]pyridin-1-yl)cyclobutyl)carbamate), C(C)(C)(C)OC(N[C@@H]1C[C@H](C1)N1C(C(C=2C1=NC=CC2)(C)C)=O)=O (tert-butyl(trans-3-(3,3-dimethyl-2-oxo-2,3-dihydro-1H-pyrrolo[2,3-b]pyridin-1-yl)cyclobutyl)carbamate), BrC=1SC=C(N1)C (2-bromo-4-methylthiazole). Reaction SMILES: C(O[C:6](=O)[NH:7][C@H:8]1[CH2:11][C@H:10]([N:12]2[C:16]3=[N:17][CH:18]=[CH:19][CH:20]=[C:15]3[C:14]([CH3:22])([CH3:21])[C:13]2=[O:23])[CH2:9]1)(C)(C)C.BrC1[S:27][CH:28]=[C:29]([CH3:31])[N:30]=1>>[CH3:22][C:14]1([CH3:21])[C:15]2[C:16](=[N:17][CH:18]=[CH:19][CH:20]=2)[N:12]([C@H:10]2[CH2:9][C@H:8]([NH:7][C:6]3[S:27][CH:28]=[C:29]([CH3:31])[N:30]=3)[CH2:11]2)[C:13]1=[O:23]. The reactants are C1CCOC1, [Li]CCCC, CCCCCC, CCOCC, Cn1cccn1, [Cl-], [Cl-], COc1ccc([N+](=O)[O-])cc1I, [Zn+2], c1ccc(P(c2ccccc2)(c2ccccc2)[Pd](P(c2ccccc2)(c2ccccc2)c2ccccc2)(P(c2ccccc2)(c2ccccc2)c2ccccc2)P(c2ccccc2)(c2ccccc2)c2ccccc2)cc1. Product: COc1ccc([N+](=O)[O-])cc1-c1ccnn1C. As a reaction SMILES: [CH2:35]1[O:36][CH2:37][CH2:38][CH2:39]1.[CH2:7]([Li:8])[CH2:9][CH2:10][CH3:11].[CH3:12][CH2:13][CH2:14][CH2:15][CH2:16][CH3:17].[CH3:18][CH2:19][O:20][CH2:21][CH3:22].[CH3:1][n:2]1[cH:3][cH:4][cH:5][n:6]1.[Cl-:40].[Cl-:42].[I:23][c:24]1[c:25]([O:33][CH3:34])[cH:26][cH:27][c:28]([N+:30](=[O:31])[O-:32])[cH:29]1.[Zn+2:41].[cH:43]1[cH:44][cH:45][c:46]([P:47]([Pd:48]([P:49]([c:50]2[cH:51][cH:52][cH:53][cH:54][cH:55]2)([c:56]2[cH:57][cH:58][cH:59][cH:60][cH:61]2)[c:62]2[cH:63][cH:64][cH:65][cH:66][cH:67]2)([P:68]([c:69]2[cH:70][cH:71][cH:72][cH:73][cH:74]2)([c:75]2[cH:76][cH:77][cH:78][cH:79][cH:80]2)[c:81]2[cH:82][cH:83][cH:84][cH:85][cH:86]2)[P:87]([c:88]2[cH:89][cH:90][cH:91][cH:92][cH:93]2)([c:94]2[cH:95][cH:96][cH:97][cH:98][cH:99]2)[c:100]2[cH:101][cH:102][cH:103][cH:104][cH:105]2)([c:106]2[cH:107][cH:108][cH:109][cH:110][cH:111]2)[c:112]2[cH:113][cH:114][cH:115][cH:116][cH:117]2)[cH:118][cH:119]1>>[CH3:1][n:2]1[c:3](-[c:24]2[c:25]([O:33][CH3:34])[cH:26][cH:27][c:28]([N+:30](=[O:31])[O-:32])[cH:29]2)[cH:4][cH:5][n:6]1. The reactants are C(C)(C)(C)OC(=O)N[C@@H]1[C@H]2CSC=C(N2C1=O)C(=O)OCC(Cl)(Cl)Cl (trichloroethyl cis-7-t-butoxycarbonylamino-8-oxo-4-thia-1-azabicyclo-[4.2.0]oct-2-ene-2-carboxylate), C(C)(=O)O (acetic acid), Cl (HCl). The reagents and catalysts are [Zn] (zinc). The solvent is CN(C=O)C (dimethylformamide), O (water). Reaction conditions: time 3 hour. The product is C(C)(C)(C)OC(=O)N[C@@H]1[C@H]2CSC=C(N2C1=O)C(=O)O (cis-7-t-butoxycarbonylamino-8-oxo-4-thia-1-azabicyclo[4.2.0]oct-2-ene-2-carboxylic acid). As a reaction SMILES: [C:1]([O:5][C:6]([NH:8][C@H:9]1[C:16](=[O:17])[N:15]2[C@@H:10]1[CH2:11][S:12][CH:13]=[C:14]2[C:18]([O:20]CC(Cl)(Cl)Cl)=[O:19])=[O:7])([CH3:4])([CH3:3])[CH3:2].C(O)(=O)C.Cl>CN(C)C=O.O.[Zn]>[C:1]([O:5][C:6]([NH:8][C@H:9]1[C:16](=[O:17])[N:15]2[C@@H:10]1[CH2:11][S:12][CH:13]=[C:14]2[C:18]([OH:20])=[O:19])=[O:7])([CH3:4])([CH3:2])[CH3:3]. Procedure: To a solution of 43 mg (0.1 mmole) of trichloroethyl cis-7-t-butoxycarbonylamino-8-oxo-4-thia-1-azabicyclo-[4.2.0]oct-2-ene-2-carboxylate in 6 ml of dimethylformamide and 6 l ml of acetic acid is added over a 1.5 hr period 250 mg (3.8 mmole) zinc dust. The mixture is stirred vigorously for 3 hrs and then diluted with 50 ml of water. The mixture is acidified with dilute HCl, filtered and extracted with ethyl acetate. The organic phase is extracted with 5% NaHCO3 which is acidified and reextracted... Reactants: [O-]S(=O)(=O)[O-].[Zn+2] (ZnSO4), [Zn] (zinc), N1=C(C=CC=C1)C(=O)O (picolinic acid), N1=C(C=CC=C1)C(=O)O (picolinic acid). Run in O (water). Conditions: time 4 minute. Yields the product N1=C(C=CC=C1)C(=O)[O-].[Zn+2].N1=C(C=CC=C1)C(=O)[O-] (Zinc Picolinate). Reaction SMILES: [O-]S([O-])(=O)=O.[Zn+2:6].[N:7]1[CH:12]=[CH:11][CH:10]=[CH:9][C:8]=1[C:13]([OH:15])=[O:14].[Zn]>O>[N:7]1[CH:12]=[CH:11][CH:10]=[CH:9][C:8]=1[C:13]([O-:15])=[O:14].[Zn+2:6].[N:7]1[CH:12]=[CH:11][CH:10]=[CH:9][C:8]=1[C:13]([O-:15])=[O:14] |f:0.1,5.6.7|. Reported procedure: Thirty grams of ZnSO4 ·7H2O was dissolved in 200 ml. deionized water at room temperature. Thereafter, 20 g. picolinic acid (Sigma Chemical, St. Louis, MO) was added to the solution and the solution was stirred continuously. Within 3-5 minutes a precipitate began to form. After 30 minutes the stirring was discontinued and the mixture was left standing at room temperature until the precipitate had settled to the bottom. The supernatant was removed by aspiration and the precipitate was suspended in...